Dataset: the Open Reaction Database (ORD), a public repository of structured organic reaction records. Task: describe an organic reaction: reactants, conditions, products, and yield Starting materials: O (water), CN(O)[Si](C1=CC=CC=C1)(C1=CC=CC=C1)C(C)(C)C (N-Methyl,N-(tert-butyldiphenylsilyl)hydroxylamine), ClCCl (dichloromethane), NO (hydroxylamine), C(C=C)(=O)Cl (Acryloyl chloride), ClCCl (dichloromethane). Run at temperature 0 celsius. Yields the product CN(C(C=C)=O)O[Si](C1=CC=CC=C1)(C1=CC=CC=C1)C(C)(C)C (N-Methyl,N-(tert-butyldiphenylsilyloxy)acrylamide). As a reaction SMILES: CN([Si:4]([C:17]([CH3:20])([CH3:19])[CH3:18])([C:11]1[CH:16]=[CH:15][CH:14]=[CH:13][CH:12]=1)[C:5]1[CH:10]=[CH:9][CH:8]=[CH:7][CH:6]=1)O.[NH2:21][OH:22].[C:23](Cl)(=O)[CH:24]=[CH2:25].[OH2:28].Cl[CH2:30]Cl>>[CH3:30][N:21]([O:22][Si:4]([C:17]([CH3:20])([CH3:19])[CH3:18])([C:11]1[CH:16]=[CH:15][CH:14]=[CH:13][CH:12]=1)[C:5]1[CH:10]=[CH:9][CH:8]=[CH:7][CH:6]=1)[C:23](=[O:28])[CH:24]=[CH2:25]. Reported procedure: Dry dichloromethane (50 mL) was added to N-Methyl,N-(tert-butyldiphenylsilyl)hydroxylamine to dissolve the hydroxylamine derivative. N,Ndiisopropylethylamine was added. The resulting solution was stirred and cooled at 0° C. with an ice bath. Acryloyl chloride in 10 mL of dry dichloromethane was added. Then water was added and the two layers were separated. The organic layer was washed with 10% ammonium chloride, saturated bicarbonate solution, and brine. The organic solution was then dried with ...